Dataset: the Open Reaction Database (ORD), a public repository of structured organic reaction records. Task: describe an organic reaction: reactants, conditions, products, and yield Reactants: [Si](C)(C)(C(C)(C)C)OCC=1C=CC=C2C(C(CN(C12)CC)(C)C)=O (8-(t-butyldimethylsilyloxymethyl)-4-oxo-3,3-dimethyl-1-ethyl-1,2,3,4-tetrahydroquinoline), [BH4-].[Na+] (sodium borohydride), CO (methanol). Run at time 30 minute. The product is [Si](C)(C)(C(C)(C)C)OCC=1C=CC=C2C(C(CN(C12)CC)(C)C)OC (8-(t-butyldimethylsilyloxymethyl)- 4-methoxy-3,3-dimethyl-1-ethyl-1,2,3,4-tetrahydroquinoline). RXN SMILES: [Si:1]([O:8][CH2:9][C:10]1[CH:11]=[CH:12][CH:13]=[C:14]2[C:19]=1[N:18]([CH2:20][CH3:21])[CH2:17][C:16]([CH3:23])([CH3:22])[C:15]2=[O:24])([C:4]([CH3:7])([CH3:6])[CH3:5])([CH3:3])[CH3:2].[BH4-].[Na+].[CH3:27]O>>[Si:1]([O:8][CH2:9][C:10]1[CH:11]=[CH:12][CH:13]=[C:14]2[C:19]=1[N:18]([CH2:20][CH3:21])[CH2:17][C:16]([CH3:23])([CH3:22])[CH:15]2[O:24][CH3:27])([C:4]([CH3:7])([CH3:6])[CH3:5])([CH3:3])[CH3:2] |f:1.2|. Reported procedure: To a solution of 8-(t-butyldimethylsilyloxymethyl)-4-oxo-3,3-dimethyl-1-ethyl-1,2,3,4-tetrahydroquinoline (1.60 g) in methanol (20 ml) was added sodium borohydride (0.30 g) and the mixture was stirred for 30 minutes. Methanol was distilled off and the resulting residue was extracted with dichloromethane. After drying the extract over anhydrous magnesium sulfate, the solvent was distilled off. The resulting crude 8-(t-butyldimethylsilyloxymethyl)-4-hydroxy-3,3-dimethyl-1-ethyl-1,2,3,4-tetrahydroq... Reactants: ClC1=C(C=CC(=C1)C(F)(F)F)C#CCO (3-(2-chloro-4-trifluoromethylphenyl)-2-propyne-1-ol). The reagents and catalysts are C1=CC=C(C=C1)P(C2=CC=CC=C2)C3=CC=CC=C3.C1=CC=C(C=C1)P(C2=CC=CC=C2)C3=CC=CC=C3.C1=CC=C(C=C1)P(C2=CC=CC=C2)C3=CC=CC=C3.[Cl-].[Rh] (chlorotris(triphenylphosphine)rhodium(I)). Solvent: C1(=CC=CC=C1)C (toluene). Conditions: temperature 65 celsius, time 11 hour. The product is ClC1=C(C=CC(=C1)C(F)(F)F)CCCO (3-(2-chloro-4-trifluoromethylphenyl)-1-propanol). The yield is 81.2%. Reaction SMILES: [Cl:1][C:2]1[CH:7]=[C:6]([C:8]([F:11])([F:10])[F:9])[CH:5]=[CH:4][C:3]=1[C:12]#[C:13][CH2:14][OH:15]>C1(C)C=CC=CC=1.C1C=CC(P(C2C=CC=CC=2)C2C=CC=CC=2)=CC=1.C1C=CC(P(C2C=CC=CC=2)C2C=CC=CC=2)=CC=1.C1C=CC(P(C2C=CC=CC=2)C2C=CC=CC=2)=CC=1.[Cl-].[Rh]>[Cl:1][C:2]1[CH:7]=[C:6]([C:8]([F:10])([F:11])[F:9])[CH:5]=[CH:4][C:3]=1[CH2:12][CH2:13][CH2:14][OH:15] |f:2.3.4.5.6|. Procedure details: A suspension of Compound 71-1 (3.05 g) and chlorotris(triphenylphosphine)rhodium(I) (3.00 g) in toluene (80 ml) was stirred under a hydrogen atmosphere at 65° C. for 11 hr. The reaction mixture was concentrated, diisopropyl ether was added and the mixture was filtered through celite. The filtrate was concentrated and the obtained residue was purified by silica gel column chromatography (hexane:ethyl acetate=99:1-70:30) to give the object product (2.52 g) as a brown oil. Reactants: ClC1=NC2=CC(=C(C=C2C(=N1)N)OC)OC (2-chloro-4-amino-6,7-dimethoxyquinazoline), O1C(=CC=C1)C=CC(=O)N1CCNCC1 (3-(furan-2-yl)-acryloylpiperazine). Solvent: C(CC(C)C)O (isoamyl alcohol). Product: O1C(=CC=C1)C=CC(=O)N1CCN(CC1)C1=NC2=CC(=C(C=C2C(=N1)N)OC)OC (2-{4-[3-(Furan-2-yl)-acryloyl]-piperazin-1-yl}-4-amino-6,7-dimethoxyquinazoline). RXN SMILES: Cl[C:2]1[N:11]=[C:10]([NH2:12])[C:9]2[C:4](=[CH:5][C:6]([O:15][CH3:16])=[C:7]([O:13][CH3:14])[CH:8]=2)[N:3]=1.[O:17]1[CH:21]=[CH:20][CH:19]=[C:18]1[CH:22]=[CH:23][C:24]([N:26]1[CH2:31][CH2:30][NH:29][CH2:28][CH2:27]1)=[O:25]>C(O)CC(C)C>[O:17]1[CH:21]=[CH:20][CH:19]=[C:18]1[CH:22]=[CH:23][C:24]([N:26]1[CH2:27][CH2:28][N:29]([C:2]2[N:11]=[C:10]([NH2:12])[C:9]3[C:4](=[CH:5][C:6]([O:15][CH3:16])=[C:7]([O:13][CH3:14])[CH:8]=3)[N:3]=2)[CH2:30][CH2:31]1)=[O:25]. Procedure details: A mixture of 479 mg. (2 mM) of 2-chloro-4-amino-6,7-dimethoxyquinazoline and 412 mg. (2 mM) of 3-(furan-2-yl)-acryloylpiperazine in 10 ml. of isoamyl alcohol was heated under reflux for 4 hours. After ice-cooling, the crystalline substance thus separated was recovered by filtration and washed with ethanol to afford 685 mg. of the desired product as the hydrochloride. The reactants are CCCCCCN(Cc1ccc(C#Cc2ccc(CCCC)cc2)cc1)c1ccc2c(c1)C(=O)OC(C)(C)O2, CO, [Na+], [OH-], O. Yields the product CCCCCCN(Cc1ccc(C#Cc2ccc(CCCC)cc2)cc1)c1ccc(O)c(C(=O)OC)c1. RXN SMILES: [CH2:1]([CH2:2][CH2:3][CH3:4])[c:5]1[cH:6][cH:7][c:8]([C:11]#[C:12][c:13]2[cH:14][cH:15][c:16]([CH2:17][N:18]([c:19]3[cH:20][c:21]4[c:22]([cH:30][cH:31]3)[O:23][C:24]([CH3:28])([CH3:29])[O:25][C:26]4=[O:27])[CH2:32][CH2:33][CH2:34][CH2:35][CH2:36][CH3:37])[cH:38][cH:39]2)[cH:9][cH:10]1.[CH3:42][OH:43].[Na+:41].[OH-:40].[OH2:44]>>[CH2:1]([CH2:2][CH2:3][CH3:4])[c:5]1[cH:6][cH:7][c:8]([C:11]#[C:12][c:13]2[cH:14][cH:15][c:16]([CH2:17][N:18]([c:19]3[cH:20][c:21]([C:26]([O:25][CH3:24])=[O:27])[c:22]([OH:23])[cH:30][cH:31]3)[CH2:32][CH2:33][CH2:34][CH2:35][CH2:36][CH3:37])[cH:38][cH:39]2)[cH:9][cH:10]1. Starting materials: CC(CCCCCCCCC)=O (2-undecanone), C(C)(C)C1=C(C(=CC=C1)C(C)C)N=C=O (2,6-diisopropylphenyl isocyanate), C(C)(C)[N-]C(C)C.[Li+] (lithium diisopropylamide). Yields the product CC(C)C1=C(C(=CC=C1)C(C)C)NC(CC(CCCCCCCCC)=O)=O (N-[2,6-bis(1-methylethyl)phenyl]-3-oxo-dodecanamide). As a reaction SMILES: [CH3:1][C:2](=[O:12])[CH2:3][CH2:4][CH2:5][CH2:6][CH2:7][CH2:8][CH2:9][CH2:10][CH3:11].[CH:13]([C:16]1[CH:21]=[CH:20][CH:19]=[C:18]([CH:22]([CH3:24])[CH3:23])[C:17]=1[N:25]=[C:26]=[O:27])([CH3:15])[CH3:14].C([N-]C(C)C)(C)C.[Li+]>>[CH3:15][CH:13]([C:16]1[CH:21]=[CH:20][CH:19]=[C:18]([CH:22]([CH3:23])[CH3:24])[C:17]=1[NH:25][C:26](=[O:27])[CH2:1][C:2](=[O:12])[CH2:3][CH2:4][CH2:5][CH2:6][CH2:7][CH2:8][CH2:9][CH2:10][CH3:11])[CH3:14] |f:2.3|. Reported procedure: The title compound was prepared from 2-undecanone (5.0 g, 0.029 mol), 2,6-diisopropylphenyl isocyanate (5.96 g, 0.029 mol), and lithium diisopropylamide (0.029 mol) using the procedure described in Example 1. The desired product was obtained in 79.4% yield (8.6 g, 0.023 mol). Starting materials: CO, COCCNC(N)=Nc1nc(-c2cccc(CNC(=O)CNC(=O)OC(C)(C)C)c2)cs1. Product: COCCNC(N)=Nc1nc(-c2cccc(CNC(=O)CN)c2)cs1. As a reaction SMILES: [CH3:33][OH:34].[NH2:1][C:2]([NH:3][CH2:4][CH2:5][O:6][CH3:7])=[N:8][c:9]1[s:10][cH:11][c:12](-[c:14]2[cH:15][c:16]([CH2:20][NH:21][C:22]([CH2:23][NH:24][C:25]([O:26][C:27]([CH3:28])([CH3:29])[CH3:30])=[O:31])=[O:32])[cH:17][cH:18][cH:19]2)[n:13]1>>[NH2:1][C:2]([NH:3][CH2:4][CH2:5][O:6][CH3:7])=[N:8][c:9]1[s:10][cH:11][c:12](-[c:14]2[cH:15][c:16]([CH2:20][NH:21][C:22]([CH2:23][NH2:24])=[O:32])[cH:17][cH:18][cH:19]2)[n:13]1. Starting materials: C(C)N(C(=O)C1CC1)CC1=C(C=CC(=C1)C(F)(F)F)B1OC(C(O1)(C)C)(C)C (cyclopropanecarboxylic acid ethyl-[2-(4,4,5,5-tetramethyl-[1,3,2]dioxaborolan-2-yl)-5-trifluoromethyl-benzyl]amide), COC(CC1=CC(=CC(=C1)Cl)Br)=O ((3-bromo-5-chloro-phenyl)-acetic acid methyl ester). Yields the product COC(CC=1C=C(C=C(C1)Cl)C1=C(C=C(C=C1)C(F)(F)F)CN(CC)C(=O)C1CC1)=O ({5-Chloro-2′-[(cyclopropanecarbonyl-ethyl-amino)-methyl]-4′-trifluoromethyl-biphenyl-3-yl}-acetic acid methyl ester). Reaction SMILES: [CH2:1]([N:3]([CH2:9][C:10]1[CH:15]=[C:14]([C:16]([F:19])([F:18])[F:17])[CH:13]=[CH:12][C:11]=1B1OC(C)(C)C(C)(C)O1)[C:4]([CH:6]1[CH2:8][CH2:7]1)=[O:5])[CH3:2].[CH3:29][O:30][C:31](=[O:41])[CH2:32][C:33]1[CH:38]=[C:37]([Cl:39])[CH:36]=[C:35](Br)[CH:34]=1>>[CH3:29][O:30][C:31](=[O:41])[CH2:32][C:33]1[CH:34]=[C:35]([C:11]2[CH:12]=[CH:13][C:14]([C:16]([F:17])([F:18])[F:19])=[CH:15][C:10]=2[CH2:9][N:3]([C:4]([CH:6]2[CH2:7][CH2:8]2)=[O:5])[CH2:1][CH3:2])[CH:36]=[C:37]([Cl:39])[CH:38]=1. Reported procedure: Prepared according to the procedure described in Example 1, Step 4, using the following starting materials: cyclopropanecarboxylic acid ethyl-[2-(4,4,5,5-tetramethyl-[1,3,2]dioxaborolan-2-yl)-5-trifluoromethyl-benzyl]amide and (3-bromo-5-chloro-phenyl)-acetic acid methyl ester.